From a dataset of the Open Reaction Database (ORD), a public repository of structured organic reaction records. describe an organic reaction: reactants, conditions, products, and yield Reactants: FC1=CC(=C(C=O)C=C1)C(F)(F)F (4-fluoro-2-(trifluoromethyl)benzaldehyde), NC=1C=C2[C@H]3[C@@H](N4C2=C(C1)CSCC4)CCN(C3)C(=O)OC(C)(C)C (tert-butyl (7bR,11aS)-6-amino-1,2,7b,10,11,11a-hexahydro-4H-pyrido[4,3-b][1,4]thiazepino[6,5,4-hi]indole-9(8H)-carboxylate). Product: FC1=CC(=C(CNC=2C=C3[C@H]4[C@@H](N5C3=C(C2)CSCC5)CCNC4)C=C1)C(F)(F)F ((7bR,11aS)-N-[4-fluoro-2-(trifluoromethyl)benzyl]-1,2,7b,8,9,10,11,11a-octahydro-4H-pyrido[4,3-b][1,4]thiazepino[6,5,4-hi]indol-6-amine). As a reaction SMILES: [F:1][C:2]1[CH:9]=[CH:8][C:5]([CH:6]=O)=[C:4]([C:10]([F:13])([F:12])[F:11])[CH:3]=1.[NH2:14][C:15]1[CH:16]=[C:17]2[C:21]3=[C:22]([CH2:24][S:25][CH2:26][CH2:27][N:20]3[C@H:19]3[CH2:28][CH2:29][N:30](C(OC(C)(C)C)=O)[CH2:31][C@@H:18]23)[CH:23]=1>>[F:1][C:2]1[CH:9]=[CH:8][C:5]([CH2:6][NH:14][C:15]2[CH:16]=[C:17]3[C:21]4=[C:22]([CH2:24][S:25][CH2:26][CH2:27][N:20]4[C@H:19]4[CH2:28][CH2:29][NH:30][CH2:31][C@@H:18]34)[CH:23]=2)=[C:4]([C:10]([F:13])([F:12])[F:11])[CH:3]=1. Reported procedure: Using 4-fluoro-2-(trifluoromethyl)benzaldehyde and following the procedures described in EXAMPLE 126, tert-butyl (7bR,11aS)-6-amino-1,2,7b,10,11,11a-hexahydro-4H-pyrido[4,3-b][1,4]thiazepino[6,5,4-hi]indole-9(8H)-carboxylate from EXAMPLE 33, Part B was converted into the title compound of EXAMPLE 154. 1H NMR(CDCl3) δ: 9.30 (broad s, 1H), 9.15 (broad s, 1H), 7.60-7.52 (m, 1H), 7.38-7.25 (m, 1H), 7.13 (broad t, 1H, J=8.0 Hz), 6.30-6.15 (broad m, 2H), 4.45-4.25 (broad m, 2H), 4.17-3.98 (broad m, 2H...